This data is from the Open Reaction Database (ORD), a public repository of structured organic reaction records. The task is: describe an organic reaction: reactants, conditions, products, and yield Reactants: C1(CCCCC1)C[C@@H]([C@H]([C@H](CC(C)C)O)O)NC([C@@H](CC(=O)O)CC=1N=CSC1)=O (4{[1(S)-(Cyclohexylmethyl)-2(R),3(S)-dihydroxy-5-methylhexyl]amino}-4-oxo-3(R)-(4-thiazolylmethyl)-butanoic acid), C1(=CC=CC=C1)CNCC1(CCCCC1)O (1-{[(phenylmethyl)amino]methyl}cyclohexanol). Yields the product C(C1=CC=CC=C1)N(C(C[C@H](C(=O)N[C@H]([C@H]([C@H](CC(C)C)O)O)CC1CCCCC1)CC=1N=CSC1)=O)CC1(CCCCC1)O (N4 -benzyl-N4 -[(1-hydroxycyclohexyl)methyl ]-N1 -[1(S)-(cyclohexylmethyl)-2(R),3(S)-dihydroxy-5-methylhexyl]-2(R)-(4-thiazolylmethyl)butanediamide). Yield: 45.6%. RXN SMILES: [CH:1]1([CH2:7][C@H:8]([NH:17][C:18](=[O:30])[C@H:19]([CH2:24][C:25]2[N:26]=[CH:27][S:28][CH:29]=2)[CH2:20][C:21](O)=[O:22])[C@@H:9]([OH:16])[C@@H:10]([OH:15])[CH2:11][CH:12]([CH3:14])[CH3:13])[CH2:6][CH2:5][CH2:4][CH2:3][CH2:2]1.[C:31]1([CH2:37][NH:38][CH2:39][C:40]2([OH:46])[CH2:45][CH2:44][CH2:43][CH2:42][CH2:41]2)[CH:36]=[CH:35][CH:34]=[CH:33][CH:32]=1>>[CH2:37]([N:38]([CH2:39][C:40]1([OH:46])[CH2:41][CH2:42][CH2:43][CH2:44][CH2:45]1)[C:21](=[O:22])[CH2:20][C@@H:19]([CH2:24][C:25]1[N:26]=[CH:27][S:28][CH:29]=1)[C:18]([NH:17][C@@H:8]([CH2:7][CH:1]1[CH2:6][CH2:5][CH2:4][CH2:3][CH2:2]1)[C@@H:9]([OH:16])[C@@H:10]([OH:15])[CH2:11][CH:12]([CH3:13])[CH3:14])=[O:30])[C:31]1[CH:36]=[CH:35][CH:34]=[CH:33][CH:32]=1. Procedure details: 4{[1(S)-(Cyclohexylmethyl)-2(R),3(S)-dihydroxy-5-methylhexyl]amino}-4-oxo-3(R)-(4-thiazolylmethyl)-butanoic acid (61 mg, 0.14 mmol, described in example 2, section D) was coupled with 1-{[(phenylmethyl)amino]methyl}cyclohexanol (31 mg, 0.14 mmol, described in example 1, section D) according to the procedure described in example 3 to give the title compound (41 mg, 17%); 1H NMR (400 MHz, DMSO-d6) (2.2:1 mixture of rotamers) δ9.00 and 8.95 (d, J=1.8 Hz, 1H), 7.76 and 7.71 (d, J=8.9 Hz, 1H), 7.36-7...